Dataset: the Open Reaction Database (ORD), a public repository of structured organic reaction records. Task: describe an organic reaction: reactants, conditions, products, and yield The product is O=C(OCC(Cl)(Cl)Cl)N1CC=CC1. Starting materials: C1=CCN(Cc2ccccc2)C1, O=C(Cl)OCC(Cl)(Cl)Cl, c1ccccc1. RXN SMILES: [CH2:1]([c:2]1[cH:3][cH:4][cH:5][cH:6][cH:7]1)[N:8]1[CH2:9][CH:10]=[CH:11][CH2:12]1.[Cl:13][C:14](=[O:15])[O:16][CH2:17][C:18]([Cl:19])([Cl:20])[Cl:21].[cH:22]1[cH:23][cH:24][cH:25][cH:26][cH:27]1>>[N:8]1([C:14](=[O:15])[O:16][CH2:17][C:18]([Cl:19])([Cl:20])[Cl:21])[CH2:9][CH:10]=[CH:11][CH2:12]1. The reactants are CCOP(=O)(CO)OCC, O=[N+]([O-])c1cc(Br)ccc1F, [Na], CN(C)C=O. Product: CCOP(=O)(COc1ccc(Br)cc1[N+](=O)[O-])OCC. Reaction SMILES: [CH2:13]([CH3:14])[O:15][P:16]([O:17][CH2:18][CH3:19])(=[O:20])[CH2:21][OH:22].[F:1][c:2]1[c:3]([N+:9](=[O:10])[O-:11])[cH:4][c:5]([Br:8])[cH:6][cH:7]1.[Na:12].[O:23]=[CH:24][N:25]([CH3:26])[CH3:27]>>[c:2]1([O:22][CH2:21][P:16]([O:15][CH2:13][CH3:14])([O:17][CH2:18][CH3:19])=[O:20])[c:3]([N+:9](=[O:10])[O-:11])[cH:4][c:5]([Br:8])[cH:6][cH:7]1. Reactants: NC(CC1=CC=CC=C1)P(O)=O ((1-Amino-2-phenylethyl)phosphinic acid), [OH-].[Na+] (sodium hydroxide), [OH-].[Na+] (sodium hydroxide), ClC(=O)OCC1=CC=CC=C1 (Benzyl chloroformate). Solvent: O (water). Reaction conditions: time 3 hour. The product is C1(=CC=CC=C1)CC(NC(=O)OCC1=CC=CC=C1)P(O)=O ([2-phenyl-1-[[(phenylmethoxy)carbonyl]amino]ethyl]-phosphinic acid). RXN SMILES: [NH2:1][CH:2]([PH:10](=[O:12])[OH:11])[CH2:3][C:4]1[CH:9]=[CH:8][CH:7]=[CH:6][CH:5]=1.[OH-].[Na+].Cl[C:16]([O:18][CH2:19][C:20]1[CH:25]=[CH:24][CH:23]=[CH:22][CH:21]=1)=[O:17]>O>[C:4]1([CH2:3][CH:2]([PH:10](=[O:11])[OH:12])[NH:1][C:16]([O:18][CH2:19][C:20]2[CH:25]=[CH:24][CH:23]=[CH:22][CH:21]=2)=[O:17])[CH:9]=[CH:8][CH:7]=[CH:6][CH:5]=1 |f:1.2|. Procedure: (1-Amino-2-phenylethyl)phosphinic acid (1 g., 5.4 mmole) is suspended in water (25 ml.) at 0° and the pH is adjusted to 9.5 with concentrated sodium hydroxide solution. Benzyl chloroformate (0.9 ml., 1.08 g., 6.3 mmole) is added while the pH is maintained at 9.5 by the addition of sodium hydroxide. After the pH stabilizes, the mixture is stirred for 3 hours at room temperature. The basic solution is washed with ether and then acidified. The white solid precipitate is collected on a frit to give ... Reagents/catalysts: c1ccc(cc1)-c2c3ccccc3cc4ccccc24 (9-Phenylanthracene), CC(C)(C)C(=O)[O-].[Cs+] (CsOPiv), [Pd].P(c1ccccc1)(c1ccccc1)c1ccccc1.P(c1ccccc1)(c1ccccc1)c1ccccc1.P(c1ccccc1)(c1ccccc1)c1ccccc1.P(c1ccccc1)(c1ccccc1)c1ccccc1 (Pd(P(Ph)3)4)). Starting materials: n1(ccnc1)C, C1(CCN(CC1)C(=O)OC(C)(C)C)COc1c(ncc(c1)Br)N. Yields the product Cn1ccnc1c2cnc(N)c(OCC3CCN(CC3)C(=O)OC(C)(C)C)c2. The solvent is CC(=O)N(C)C (DMAc). RXN SMILES: [CH3:1][C:2]([O:5][C:6]([N:8]1[CH2:22][CH2:21][CH:11]([CH2:12][O:13][c:14]2[c:19]([NH2:20])[n:18][cH:17][c:16](Br)[cH:15]2)[CH2:10][CH2:9]1)=[O:7])([CH3:4])[CH3:3].[CH3:23][n:24]1[cH:28][n:27][cH:26][cH:25]1>>[CH3:23][n:24]1[c:28]([c:16]2[cH:15][c:14]([O:13][CH2:12][CH:11]3[CH2:21][CH2:22][N:8]([C:6]([O:5][C:2]([CH3:4])([CH3:3])[CH3:1])=[O:7])[CH2:9][CH2:10]3)[c:19]([NH2:20])[n:18][cH:17]2)[n:27][cH:26][cH:25]1. Run at temperature 110 celsius, time 18 hour. Reactants: COC(CCCCC=1OC=C(N1)C1=C(C=CC(=C1)Cl)OC)=O (5-[4-(5-Chloro-2-methoxy-phenyl)-oxazol-2-yl]-pentanoic acid methyl ester), B(Br)(Br)Br (boron tribromide). Solvent: C(Cl)Cl (CH2Cl2). Procedure: Dissolve 5-[4-(5-Chloro-2-methoxy-phenyl)-oxazol-2-yl]-pentanoic acid methyl ester (0.32 g, 1.0 mmol) in CH2Cl2 (2 mL) under nitrogen at RT. Add boron tribromide (1M in CH2Cl2, 3 mL) and stir at RT until the reaction is complete. Quench the mixture into water and extract with EtOAc. Dry the combined extracts over Na2SO4 and concentrate. Chromatograph the resulting residue over silica gel (MeOH/CH2Cl2) to allow for isolation of 5-[4-(5-chloro-2-hydroxy-phenyl)-oxazol-2-yl]-pentanoic acid (0.27 g,... As a reaction SMILES: C[O:2][C:3](=[O:22])[CH2:4][CH2:5][CH2:6][CH2:7][C:8]1[O:9][CH:10]=[C:11]([C:13]2[CH:18]=[C:17]([Cl:19])[CH:16]=[CH:15][C:14]=2[O:20]C)[N:12]=1.B(Br)(Br)Br>C(Cl)Cl>[Cl:19][C:17]1[CH:16]=[CH:15][C:14]([OH:20])=[C:13]([C:11]2[N:12]=[C:8]([CH2:7][CH2:6][CH2:5][CH2:4][C:3]([OH:22])=[O:2])[O:9][CH:10]=2)[CH:18]=1. Product: ClC=1C=CC(=C(C1)C=1N=C(OC1)CCCCC(=O)O)O (5-[4-(5-Chloro-2-hydroxy-phenyl)-oxazol-2-yl]-pentanoic acid). Starting materials: BrC1=CC=C(C=N1)C(=O)N1CCN(CC1)C1=NC=C(C=C1C)C1CC1 ((6-bromopyridin-3-yl)[4-(5-cyclopropyl-3-methylpyridin-2-yl)piperazin-1-yl]methanone), CN1C(NC(C1=O)(C)C)=O (3,5,5-trimethylimidazolidine-2,4-dione). The product is C1(CC1)C=1C=C(C(=NC1)N1CCN(CC1)C(=O)C=1C=CC(=NC1)N1C(N(C(C1(C)C)=O)C)=O)C (1-{5-[4-(5-cyclopropyl-3-methylpyridin-2-yl)piperazine-1-carbonyl]pyridin-2-yl}-3,5,5-trimethylimidazolidine-2,4-dione). The yield is 45.3%. RXN SMILES: Br[C:2]1[N:7]=[CH:6][C:5]([C:8]([N:10]2[CH2:15][CH2:14][N:13]([C:16]3[C:21]([CH3:22])=[CH:20][C:19]([CH:23]4[CH2:25][CH2:24]4)=[CH:18][N:17]=3)[CH2:12][CH2:11]2)=[O:9])=[CH:4][CH:3]=1.[CH3:26][N:27]1[C:31](=[O:32])[C:30]([CH3:34])([CH3:33])[NH:29][C:28]1=[O:35]>>[CH:23]1([C:19]2[CH:20]=[C:21]([CH3:22])[C:16]([N:13]3[CH2:14][CH2:15][N:10]([C:8]([C:5]4[CH:4]=[CH:3][C:2]([N:29]5[C:30]([CH3:34])([CH3:33])[C:31](=[O:32])[N:27]([CH3:26])[C:28]5=[O:35])=[N:7][CH:6]=4)=[O:9])[CH2:11][CH2:12]3)=[N:17][CH:18]=2)[CH2:25][CH2:24]1. Procedure: Using (6-bromopyridin-3-yl)[4-(5-cyclopropyl-3-methylpyridin-2-yl)piperazin-1-yl]methanone (161 mg) described in Preparation Example 144 and 3,5,5-trimethylimidazolidine-2,4-dione (63 mg) described in Preparation Example 218 and by the reaction and treatment in the same manner as in Example 536, the title compound (84 mg) was obtained.